describe an organic reaction: reactants, conditions, products, and yield From a dataset of the Open Reaction Database (ORD), a public repository of structured organic reaction records. Starting materials: C(C)(C)(C)OC(N[C@@H]1C(NC[C@@H](CC1)O[Si](C)(C)C(C)(C)C)=O)=O ([(3S,6R)-6-(tert-butyl-dimethyl-silanyloxy)-2-oxo-azepan-3-yl]-carbamic acid tert-butyl ester), KN(Si(CH3)3)2, O (H2O), Cl.ClCC=1C=NC=CC1 (3-chloromethyl-pyridine hydrochloride). Run in C1CCOC1 (THF). Run at time 20 minute. Yields the product C(C)(C)(C)OC(N[C@@H]1C(N(C[C@@H](CC1)O[Si](C)(C)C(C)(C)C)CC=1C=NC=CC1)=O)=O ([(3S,6R)-6-(tert-butyl-dimethyl-silanyloxy)-2-oxo-1-pyridin-3-ylmethyl-azepan-3-yl]-carbamic acid tert-butyl ester). Isolated yield 100.2%. Reaction SMILES: [C:1]([O:5][C:6](=[O:24])[NH:7][C@H:8]1[CH2:14][CH2:13][C@@H:12]([O:15][Si:16]([C:19]([CH3:22])([CH3:21])[CH3:20])([CH3:18])[CH3:17])[CH2:11][NH:10][C:9]1=[O:23])([CH3:4])([CH3:3])[CH3:2].Cl.Cl[CH2:27][C:28]1[CH:29]=[N:30][CH:31]=[CH:32][CH:33]=1.O>C1COCC1>[C:1]([O:5][C:6](=[O:24])[NH:7][C@H:8]1[CH2:14][CH2:13][C@@H:12]([O:15][Si:16]([C:19]([CH3:22])([CH3:21])[CH3:20])([CH3:18])[CH3:17])[CH2:11][N:10]([CH2:27][C:28]2[CH:29]=[N:30][CH:31]=[CH:32][CH:33]=2)[C:9]1=[O:23])([CH3:4])([CH3:2])[CH3:3] |f:1.2|. Reported procedure: To a stirred solution of [(3S,6R)-6-(tert-butyl-dimethyl-silanyloxy)-2-oxo-azepan-3-yl]-carbamic acid tert-butyl ester (4.0 g, 11.1 mmol) in THF (30 mL) at −78° C. is added KN(Si(CH3)3)2 (45.0 mL 1M THF, 45.0 mmol) slowly. The mixture is stirred at room temperature for 20 min, cooled to −78° C., and 3-chloromethyl-pyridine hydrochloride (2.75 g, 16.7 mmol) is added in portions. The reaction is warmed to room temperature and stirred for 16 h, H2O (20 mL) is added and the mixture is partitioned wi... The reactants are Cc1cc(Nc2nccc(C)n2)cc(B2OC(C)(C)C(C)(C)O2)c1, COC(=O)C1CCC(O)(c2ncc(Br)s2)CC1(C)C, CC1CCCO1, [Na+], [Na+], O=C([O-])[O-]. Yields the product COC(=O)C1CCC(O)(c2ncc(-c3cc(C)cc(Nc4nccc(C)n4)c3)s2)CC1(C)C. RXN SMILES: [CH3:1][c:2]1[n:3][c:4]([NH:8][c:9]2[cH:10][c:11]([CH3:24])[cH:12][c:13]([B:15]3[O:16][C:17]([CH3:18])([CH3:19])[C:20]([CH3:21])([CH3:22])[O:23]3)[cH:14]2)[n:5][cH:6][cH:7]1.[CH3:25][O:26][C:27](=[O:28])[CH:29]1[C:30]([CH3:42])([CH3:43])[CH2:31][C:32]([OH:35])([c:36]2[s:37][c:38]([Br:41])[cH:39][n:40]2)[CH2:33][CH2:34]1.[CH3:50][CH:51]1[CH2:52][CH2:53][CH2:54][O:55]1.[Na+:44].[Na+:45].[O-:46][C:47](=[O:48])[O-:49]>>[CH3:1][c:2]1[n:3][c:4]([NH:8][c:9]2[cH:10][c:11]([CH3:24])[cH:12][c:13](-[c:38]3[s:37][c:36]([C:32]4([OH:35])[CH2:31][C:30]([CH3:42])([CH3:43])[CH:29]([C:27]([O:26][CH3:25])=[O:28])[CH2:34][CH2:33]4)[n:40][cH:39]3)[cH:14]2)[n:5][cH:6][cH:7]1. Reactants: ClC1=NC=NC(=C1CC(OCC)OCC)C1=CC=CC=C1 (4-chloro-5-(2,2-diethoxyethyl)-6-phenylpyrimidine). Run in C1CCOC1 (THF), Cl (HCl). Conditions: temperature 45 celsius, time 1 hour. The product is ClC1=NC=NC(=C1CC=O)C1=CC=CC=C1 (2-(4-chloro-6-phenylpyrimidin-5-yl)acetaldehyde). Yield: 74.2%. RXN SMILES: [Cl:1][C:2]1[C:7]([CH2:8][CH:9](OCC)[O:10]CC)=[C:6]([C:16]2[CH:21]=[CH:20][CH:19]=[CH:18][CH:17]=2)[N:5]=[CH:4][N:3]=1>C1COCC1.Cl>[Cl:1][C:2]1[C:7]([CH2:8][CH:9]=[O:10])=[C:6]([C:16]2[CH:21]=[CH:20][CH:19]=[CH:18][CH:17]=2)[N:5]=[CH:4][N:3]=1. Procedure: To a stirred solution of 4-chloro-5-(2,2-diethoxyethyl)-6-phenylpyrimidine (800 mg) in dry THF (10 mL), concentrated HCl (2.0 mL) was added. The reaction mixture was stirred at 45° C. for 1 hour and solvents were removed under reduced pressure. The resulting oil was diluted with dichloromethane (50 mL), washed with 10% NaHCO3 (20 mL) and brine (20 mL). The organic layer was dried over anhydrous Na2SO4 and concentrated. The residue was purified by column chromatography using MeOH\CHCl3 (0.1:9.9) ...